From a dataset of the Open Reaction Database (ORD), a public repository of structured organic reaction records. describe an organic reaction: reactants, conditions, products, and yield The reactants are BrC=1C=NC=CC1Cl (3-bromo-4-chloropyridine), FC([C@H](C)O)(F)F ((S)-1,1,1-trifluoropropan-2-ol). Yields the product BrC=1C=NC=CC1O[C@H](C(F)(F)F)C (3-Bromo-4-((S)-2,2,2-trifluoro-1-methyl-ethoxy)-pyridine). RXN SMILES: [Br:1][C:2]1[CH:3]=[N:4][CH:5]=[CH:6][C:7]=1Cl.[F:9][C:10]([F:15])([F:14])[C@@H:11]([OH:13])[CH3:12]>>[Br:1][C:2]1[CH:3]=[N:4][CH:5]=[CH:6][C:7]=1[O:13][C@@H:11]([CH3:12])[C:10]([F:15])([F:14])[F:9]. Procedure: The title compound was synthesized in analogy to Example 78a, using 3-bromo-4-chloropyridine (CAN 36953-42-1) and (S)-1,1,1-trifluoropropan-2-ol (CAN 3539-97-7) as starting materials and isolated (28 g, 82%) as a yellow oil; MS (ESI, m/z): 270.4 (M+H+). Starting materials: N1(CCOCC1)C1=CC=C2C(C(C3=C(OC4(CCNCC4)CS3)C2=C1)=O)=O (9-morpholin-4-ylspiro[naphtho[1,2-b][1,4]oxathiine-2,4′-piperidine]-5,6-dione), C(C)(C)(C)C1=CC=C(OC[C@H]2OC2)C=C1 ((2S)-2-[(4-tert-butylphenoxy)methyl]oxirane). The product is C(C)(C)(C)C1=CC=C(OC[C@H](CN2CCC3(CC2)CSC2=C(O3)C3=CC(=CC=C3C(C2=O)=O)N2CCOCC2)O)C=C1 (1′-[(2S)-3-(4-tert-butylphenoxy)-2-hydroxypropyl]-9-morpholin-4-ylspiro[naphtho[1,2-b][1,4]oxathiine-2,4′-piperidine]-5,6-dione). Reaction SMILES: [N:1]1([C:7]2[CH:25]=[C:24]3[C:10]([C:11](=[O:27])[C:12](=[O:26])[C:13]4[S:23][CH2:22][C:16]5([CH2:21][CH2:20][NH:19][CH2:18][CH2:17]5)[O:15][C:14]=43)=[CH:9][CH:8]=2)[CH2:6][CH2:5][O:4][CH2:3][CH2:2]1.[C:28]([C:32]1[CH:42]=[CH:41][C:35]([O:36][CH2:37][C@@H:38]2[CH2:40][O:39]2)=[CH:34][CH:33]=1)([CH3:31])([CH3:30])[CH3:29]>>[C:28]([C:32]1[CH:42]=[CH:41][C:35]([O:36][CH2:37][C@@H:38]([OH:39])[CH2:40][N:19]2[CH2:18][CH2:17][C:16]3([O:15][C:14]4[C:24]5[C:10]([C:11](=[O:27])[C:12](=[O:26])[C:13]=4[S:23][CH2:22]3)=[CH:9][CH:8]=[C:7]([N:1]3[CH2:6][CH2:5][O:4][CH2:3][CH2:2]3)[CH:25]=5)[CH2:21][CH2:20]2)=[CH:34][CH:33]=1)([CH3:29])([CH3:30])[CH3:31]. Procedure details: Compound 214 was synthesized using 9-morpholin-4-ylspiro[naphtho[1,2-b][1,4]oxathiine-2,4′-piperidine]-5,6-dione, (2S)-2-[(4-tert-butylphenoxy)methyl]oxirane and conditions outlined in procedure Y. M.p.=107-109° C.; 400 MHz 1H NMR (DMSO-d6) δ: 7.74 (d, J=8.0 Hz, 1H), 7.25 (d, J=8.8 Hz, 2H), 7.18 (brs, 1H), 7.0 (d, J=8.8 Hz, 1H), 6.83 (d, J=8.4 Hz, 2H), 4.85 (brs, 1H), 3.91 (m, 2H), 3.82 (m, 1H), 3.74 (m, 4H), 3.43 (m, 4H), 3.05 (s, 2H), 2.76 (m, 2H), 2.43 (m, 4H), 1.97 (m, 2H), 1.78 (m, 2H), 1.2... The reactants are [BH4-], CO, CCO, COC(=O)C1(C)CCC(=O)CC1, [Na+], O. Yields the product COC(=O)C1(C)CCC(O)CC1. Reaction SMILES: [BH4-:18].[CH3:13][OH:14].[CH3:15][CH2:16][OH:17].[CH3:1][O:2][C:3](=[O:4])[C:5]1([CH3:12])[CH2:6][CH2:7][C:8](=[O:11])[CH2:9][CH2:10]1.[Na+:19].[OH2:20]>>[CH3:1][O:2][C:3](=[O:4])[C:5]1([CH3:12])[CH2:6][CH2:7][CH:8]([OH:11])[CH2:9][CH2:10]1.